Task: describe an organic reaction: reactants, conditions, products, and yield. Dataset: the Open Reaction Database (ORD), a public repository of structured organic reaction records The reactants are COC=1C=CC(=C(C1)N)C1=CC2=C(S1)C=CC(=C2)OC (5-methoxy-2-(5-methoxybenzo[b]thiophen-2-yl)phenylamine), BrC1=CC(=C(OCCN2CCCCC2)C=C1)F (1-[2-(4-bromo-2-fluorophenoxy)ethyl]piperidine), FC=1C=C(C=CC1OCCN1CCCCC1)NC1=C(C=CC(=C1)OC)C1=CC2=C(S1)C=CC(=C2)OC ([3-fluoro-4-(2-piperidin-1-ylethoxy)phenyl][5-methoxy-2-(5-methoxybenzo[b]thiophen-2-yl)phenyl]amine). Product: FC=1C=C(C=CC1OCCN1CCCCC1)NC1=C(C=CC(=C1)O)C1=CC2=C(S1)C=CC(=C2)O (2-{2-[3-Fluoro-4-(2-piperidin-1-ylethoxy)phenylamino]-4-hydroxyphenyl}benzo[b]thiophen-5-ol). The yield is 76.2%. As a reaction SMILES: COC1C=CC(C2SC3C=CC(OC)=CC=3C=2)=C(N)C=1.BrC1C=CC(OCCN2CCCCC2)=C(F)C=1.[F:38][C:39]1[CH:40]=[C:41]([NH:54][C:55]2[CH:60]=[C:59]([O:61]C)[CH:58]=[CH:57][C:56]=2[C:63]2[S:67][C:66]3[CH:68]=[CH:69][C:70]([O:72]C)=[CH:71][C:65]=3[CH:64]=2)[CH:42]=[CH:43][C:44]=1[O:45][CH2:46][CH2:47][N:48]1[CH2:53][CH2:52][CH2:51][CH2:50][CH2:49]1>>[F:38][C:39]1[CH:40]=[C:41]([NH:54][C:55]2[CH:60]=[C:59]([OH:61])[CH:58]=[CH:57][C:56]=2[C:63]2[S:67][C:66]3[CH:68]=[CH:69][C:70]([OH:72])=[CH:71][C:65]=3[CH:64]=2)[CH:42]=[CH:43][C:44]=1[O:45][CH2:46][CH2:47][N:48]1[CH2:53][CH2:52][CH2:51][CH2:50][CH2:49]1. Procedure: Synthesized from 5-methoxy-2-(5-methoxybenzo[b]thiophen-2-yl)phenylamine and 1-[2-(4-bromo-2-fluorophenoxy)ethyl]piperidine according to an analogous synthetic method to Example 116, [3-fluoro-4-(2-piperidin-1-ylethoxy)phenyl][5-methoxy-2-(5-methoxybenzo[b]thiophen-2-yl)phenyl]amine (300 mg) was used according to an analogous synthetic method to Example 111 to provide the title compound (216 mg).